This data is from the Open Reaction Database (ORD), a public repository of structured organic reaction records. The task is: describe an organic reaction: reactants, conditions, products, and yield Starting materials: ClCCl (dichloromethane), NC1=NC=C(C(=C1[N+](=O)[O-])C)Br (2-amino-5-bromo-4-methyl-3-nitropyridine), C=1(C(=CC=CC1)C)C (xylene), C1(CC1)C(=O)Cl (cyclopropanecarbonyl chloride). The reagents and catalysts are CN(C1=CC=NC=C1)C (4-dimethylaminopyridine). Run in O (water). Reaction conditions: temperature 110 celsius, time 2 hour. Product: C1(CC1)C(=O)NC1=NC=C(C(=C1[N+](=O)[O-])C)Br (2-cyclopropanecarboxamido-5-bromo-4-methyl-3-nitropyridine). The yield is 88.1%. RXN SMILES: [NH2:1][C:2]1[C:7]([N+:8]([O-:10])=[O:9])=[C:6]([CH3:11])[C:5]([Br:12])=[CH:4][N:3]=1.C1(C)C(C)=CC=CC=1.[CH:21]1([C:24](Cl)=[O:25])[CH2:23][CH2:22]1.ClCCl>CN(C)C1C=CN=CC=1.O>[CH:21]1([C:24]([NH:1][C:2]2[C:7]([N+:8]([O-:10])=[O:9])=[C:6]([CH3:11])[C:5]([Br:12])=[CH:4][N:3]=2)=[O:25])[CH2:23][CH2:22]1. Procedure details: A mixture comprising 10 g (43.1 mmol) of 2-amino-5-bromo-4-methyl-3-nitropyridine, 6.3 g of 4-dimethylaminopyridine and xylene (50 ml) was heated at 110° C. in a nitrogen atmosphere. 5 g (47.4 mmol) of cyclopropanecarbonyl chloride was dropwise added thereto, followed by further stirring at 110° C. for 2 hours. The reaction mixture was brought to room temperature, followed by the addition of dichloromethane (200 ml) and water (50 ml). The organic phase was separated and the aqueous phase was fur... The reactants are N[C@H]1[C@H]2SCC(=C(N2C1=O)C(=O)O)/C=C\1/C(N(CC1)[C@H]1CN(CC1)C(=O)OCC=1OC(OC1C)=O)=O ((6R,7R)-7-amino-3[E-(R)-1′-(5-methyl-2-oxo-[1,3]-dioxol-4-ylmethoxycarbonyl)-2-oxo-[1,3′]bipyrrolidinyl-3-ylidenemethyl]-8-oxo-5-thia-1-aza-bicyclo[4.2.0]oct-2-ene-2-carboxylic acid), O.C1(=CC=C(C=C1)S(=O)(=O)O)C (p-toluenesulfonic acid monohydrate). Run in CO (methanol). Yields the product N[C@H]1[C@H]2SCC(=C(N2C1=O)C(=O)[O-])/C=C\1/C(N(CC1)[C@H]1CN(CC1)C(=O)OCC=1OC(OC1C)=O)=O.C1(CCCCC1)[NH2+]C1CCCCC1 (Dicyclohexylammonium (6R,7R)-7-amino-3[E-(R)-1′-(5-methyl-2-oxo-[1,3]-dioxol-4-ylmethoxycarbonyl)-2-oxo-[1,3′]bipyrrolidinyl-3-ylidenemethyl]-8-oxo-5-thia-1-aza-bicyclo[4.2.0]oct-2-ene-2-carboxylate). RXN SMILES: [NH2:1][C@@H:2]1[C:9](=[O:10])[N:8]2[C@@H:3]1[S:4][CH2:5][C:6](/[CH:14]=[C:15]1/[C:16](=[O:36])[N:17]([C@@H:20]3[CH2:24][CH2:23][N:22]([C:25]([O:27][CH2:28][C:29]4[O:30][C:31](=[O:35])[O:32][C:33]=4[CH3:34])=[O:26])[CH2:21]3)[CH2:18][CH2:19]/1)=[C:7]2[C:11]([OH:13])=[O:12].O.[C:38]1(C)[CH:43]=[CH:42][C:41](S(O)(=O)=O)=[CH:40][CH:39]=1>CO>[NH2:1][C@@H:2]1[C:9](=[O:10])[N:8]2[C@@H:3]1[S:4][CH2:5][C:6](/[CH:14]=[C:15]1/[C:16](=[O:36])[N:17]([C@@H:20]3[CH2:24][CH2:23][N:22]([C:25]([O:27][CH2:28][C:29]4[O:30][C:31](=[O:35])[O:32][C:33]=4[CH3:34])=[O:26])[CH2:21]3)[CH2:18][CH2:19]/1)=[C:7]2[C:11]([O-:13])=[O:12].[CH:7]1([NH2+:8][CH:38]2[CH2:39][CH2:40][CH2:41][CH2:42][CH2:43]2)[CH2:6][CH2:14][CH2:15][CH2:19][CH2:18]1 |f:1.2,4.5|. Procedure: 200 mg of (6R,7R)-7-amino-3[E-(R)-1′-(5-methyl-2-oxo-[1,3]-dioxol-4-ylmethoxycarbonyl)-2-oxo-[1,3′]bipyrrolidinyl-3-ylidenemethyl]-8-oxo-5-thia-1-aza-bicyclo[4.2.0]oct-2-ene-2-carboxylic acid were dissolved in 3 ml of methanol with addition of 95 mg of p-toluenesulfonic acid monohydrate and precipitated by the addition of 12 ml of isopropanol. Starting materials: C(C(=O)O)(=O)O (oxalic acid), CC=1C=C(CN2C=NC=C2)C=CC1C (1-(3,4-dimethylbenzyl)imidazole). The solvent is C(C)O (ethanol), C(C)O (ethanol). Conditions: time 0.25 hour. The product is C(C(=O)O)(=O)O.CC=1C=C(CN2C=NC=C2)C=CC1C (1-(3,4-dimethylbenzyl)imidazole hydrogen oxalate). As a reaction SMILES: [C:1]([OH:6])(=[O:5])[C:2]([OH:4])=[O:3].[CH3:7][C:8]1[CH:9]=[C:10]([CH:17]=[CH:18][C:19]=1[CH3:20])[CH2:11][N:12]1[CH:16]=[CH:15][N:14]=[CH:13]1>C(O)C>[C:1]([OH:6])(=[O:5])[C:2]([OH:4])=[O:3].[CH3:7][C:8]1[CH:9]=[C:10]([CH:17]=[CH:18][C:19]=1[CH3:20])[CH2:11][N:12]1[CH:16]=[CH:15][N:14]=[CH:13]1 |f:3.4|. Procedure details: A hot solution of oxalic acid (0.225 g, 0.0025 mol) in dry ethanol (10 ml) was added to a solution of 1-(3,4-dimethylbenzyl)imidazole (0.46 g, 0.0025 mol) in hot ethanol (20 ml). After boiling for 0.25 h, the solution was evaporated to afford a white solid. Recrystallisation of the solid from ethanol/petroleum ether (b.p. 40°-60°) afforded 1-(3,4-dimethylbenzyl)imidazole hydrogen oxalate as a white solid, m.p. 92°-93°. The reactants are S(=O)(=O)([O-])[O-].[Mg+2] (magnesium sulfate), CCN(C(C)C)C(C)C (DIPEA), BrCCCCCCCC (1-bromooctane), COC(CN)=O (glycine methyl ester). The solvent is CN(C)C=O (DMF). Conditions: time 1 day. Yields the product C(CCCCCCC)NCC(=O)OC (methyl 2-(octylamino)acetate). The yield is 22.1%. As a reaction SMILES: [CH3:1][O:2][C:3](=[O:6])[CH2:4][NH2:5].CCN(C(C)C)C(C)C.Br[CH2:17][CH2:18][CH2:19][CH2:20][CH2:21][CH2:22][CH2:23][CH3:24].S([O-])([O-])(=O)=O.[Mg+2]>CN(C=O)C>[CH2:17]([NH:5][CH2:4][C:3]([O:2][CH3:1])=[O:6])[CH2:18][CH2:19][CH2:20][CH2:21][CH2:22][CH2:23][CH3:24] |f:3.4|. Reported procedure: Under argon condition, glycine methyl ester (358 mg, 2.85 mmol) was dissolved in 2 mL of dry DMF, and then DIPEA (620 μL, 3.56 mmol) and 1-bromooctane (123 μL, 0.712 mmol) were added, and the reaction mixture was stirred for one day at room temperature. Upon completion of the reaction, the reaction was terminated by adding 5 mL of water, and the reaction mixture was extracted with diethyl ether (4 mL×4). The organic layer thus obtained was treated with anhydrous magnesium sulfate to remove water... Starting materials: C(C)(C)(C)OC(=O)N[C@H]1CNCCC\C=C/[C@@H]2C[C@]2(NC([C@@H]2C[C@H](CN2C1=O)O[Si](C)(C)C(C)(C)C)=O)C(=O)OCC ((1S,4R,6S,14S,18R)-7-cis-14-tert-Butoxycarbonylamino-18-(tert-butyldimethylsilyloxy)-2,15-dioxo-3,12,16-triazatricyclo[14.3.0.04,6]nonadec-7-ene-4-carboxylic acid, ethyl ester), O (water), O.[OH-].[Li+] (lithium hydroxide hydrate). Solvent: C1CCOC1 (THF), CO (methanol). Run at time 8 hour. Product: C(C)(C)(C)OC(=O)N[C@H]1CNCCC\C=C/[C@@H]2C[C@]2(NC([C@@H]2C[C@H](CN2C1=O)O[Si](C)(C)C(C)(C)C)=O)C(=O)O ((1S,4R,6S,14S,18R)-7-cis-14-tert-Butoxycarbonylamino-18-(tert-butyldimethylsilyloxy)-2,15-dioxo-3,12,16-triazatricyclo[14.3.0.04,6]nonadec-7-ene-4-carboxylic acid). Yield: 61.8%. Reaction SMILES: [C:1]([O:5][C:6]([NH:8][C@@H:9]1[C:27](=[O:28])[N:26]2[C@@H:22]([CH2:23][C@@H:24]([O:29][Si:30]([C:33]([CH3:36])([CH3:35])[CH3:34])([CH3:32])[CH3:31])[CH2:25]2)[C:21](=[O:37])[NH:20][C@@:19]2([C:38]([O:40]CC)=[O:39])[C@@H:17]([CH2:18]2)[CH:16]=[CH:15][CH2:14][CH2:13][CH2:12][NH:11][CH2:10]1)=[O:7])([CH3:4])([CH3:3])[CH3:2].O.O.[OH-].[Li+]>C1COCC1.CO>[C:1]([O:5][C:6]([NH:8][C@@H:9]1[C:27](=[O:28])[N:26]2[C@@H:22]([CH2:23][C@@H:24]([O:29][Si:30]([C:33]([CH3:35])([CH3:34])[CH3:36])([CH3:32])[CH3:31])[CH2:25]2)[C:21](=[O:37])[NH:20][C@@:19]2([C:38]([OH:40])=[O:39])[C@@H:17]([CH2:18]2)[CH:16]=[CH:15][CH2:14][CH2:13][CH2:12][NH:11][CH2:10]1)=[O:7])([CH3:2])([CH3:3])[CH3:4] |f:2.3.4|. Procedure: To a solution of (1S,4R,6S,14S,18R)-7-cis-14-tert-Butoxycarbonylamino-18-(tert-butyldimethylsilyloxy)-2,15-dioxo-3,12,16-triazatricyclo[14.3.0.04,6]nonadec-7-ene-4-carboxylic acid, ethyl ester (0.84 g, 1.30 mmoL) in THF (30 mL), methanol (15 mL), and water (4 mL), was added powdered lithium hydroxide hydrate (0.31 g, 12.90 mmoL). The resultant light yellow slurry was stirred at rt under N2 overnight. The mixture was then concentrated in vacuo, and partitioned between hexane/ether (1:1) and water...